From a dataset of the Open Reaction Database (ORD), a public repository of structured organic reaction records. describe an organic reaction: reactants, conditions, products, and yield Reactants: CN(C=CC(=O)C1=CC(=CC=C1)C(F)(F)F)C (3-dimethylamino-3'-(trifluoromethyl)acrylophenone), NC1=NNC=C1C#N (3-aminopyrazole-4-carbonitrile). The solvent is C(C)(=O)O (acetic acid). Yields the product FC(C1=CC(=CC=C1)C1=CC=NC=2N1N=CC2C#N)(F)F (7-(α,α,α-Trifluoro-m-tolyl)pyrazolo[1,5-a]pyrimidine-3-carbonitrile). As a reaction SMILES: C[N:2]([CH3:17])[CH:3]=[CH:4][C:5]([C:7]1[CH:12]=[CH:11][CH:10]=[C:9]([C:13]([F:16])([F:15])[F:14])[CH:8]=1)=O.N[C:19]1[C:23]([C:24]#[N:25])=C[NH:21][N:20]=1>C(O)(=O)C>[F:16][C:13]([F:14])([F:15])[C:9]1[CH:10]=[CH:11][CH:12]=[C:7]([C:5]2[N:21]3[N:20]=[CH:19][C:23]([C:24]#[N:25])=[C:17]3[N:2]=[CH:3][CH:4]=2)[CH:8]=1. Procedure details: A mixture of 3.15 g. of 3-dimethylamino-3'-(trifluoromethyl)acrylophenone and 1.40 g. of 3-aminopyrazole-4-carbonitrile in 25 ml. of glacial acetic acid is refluxed for 6 hours. The mixture is evaporated and the residue is treated as described in Example 1, giving the desired product, m.p. 144°-145° C. Starting materials: ClC1=C(C(=C(C(=O)OC)C=C1)F)C(=C)C (methyl 4-chloro-2-fluoro-3-isopropenylbenzoate), C[S-].[Na+] (sodium thiomethoxide), CCOCC (Ether). Run in CN(C=O)C (dimethyl formamide). Reaction conditions: temperature 50 celsius, time 8 hour. Product: ClC1=C(C(=C(C(=O)OC)C=C1)SC)C(=C)C (methyl 4-chloro-3-isopropenyl-2-(methylsulphenyl)benzoate). Isolated yield 61.6%. Reaction SMILES: [Cl:1][C:2]1[CH:11]=[CH:10][C:5]([C:6]([O:8][CH3:9])=[O:7])=[C:4](F)[C:3]=1[C:13]([CH3:15])=[CH2:14].[CH3:16][S-:17].[Na+].CCOCC>CN(C)C=O>[Cl:1][C:2]1[CH:11]=[CH:10][C:5]([C:6]([O:8][CH3:9])=[O:7])=[C:4]([S:17][CH3:16])[C:3]=1[C:13]([CH3:15])=[CH2:14] |f:1.2|. Procedure details: A mixture of methyl 4-chloro-2-fluoro-3-isopropenylbenzoate (8.6 g) and sodium thiomethoxide (3.15 g) in dimethyl formamide was heated at 50° C. for 3 hours and stirred at room temperature overnight. Ether was added and the mixture was washed with water, dried (MgSO4) and filtered. The filtrate was evaporated to dryness and the residue was purified by chromatography eluted with a mixture of ethyl acetate and hexane to give methyl 4-chloro-3-isopropenyl-2-(methylsulphenyl)benzoate (5.95 g) as a c... Reactants: C1(CC1)[Mg]Br (cyclopropylmagnesium bromide), CON(C(=O)C1CCN(CC1)C(=O)OC(C)(C)C)C (tert-butyl 4-(methoxy(methyl)carbamoyl)piperidine-1-carboxylate). Run in O1CCCC1 (tetrahydrofuran). Run at time 8 hour. Yields the product C1(CC1)C(=O)C1CCN(CC1)C(=O)OC(C)(C)C (tert-Butyl 4-(cyclopropylcarbonyl)piperidine-1-carboxylate). The yield is 91.9%. As a reaction SMILES: [CH:1]1([Mg]Br)[CH2:3][CH2:2]1.CON(C)[C:9]([CH:11]1[CH2:16][CH2:15][N:14]([C:17]([O:19][C:20]([CH3:23])([CH3:22])[CH3:21])=[O:18])[CH2:13][CH2:12]1)=[O:10]>O1CCCC1>[CH:1]1([C:9]([CH:11]2[CH2:16][CH2:15][N:14]([C:17]([O:19][C:20]([CH3:23])([CH3:22])[CH3:21])=[O:18])[CH2:13][CH2:12]2)=[O:10])[CH2:3][CH2:2]1. Reported procedure: Add cyclopropylmagnesium bromide (4.8 g, 33.0 mmol) to a solution of tert-butyl 4-(methoxy(methyl)carbamoyl)piperidine-1-carboxylate (7.5 g, 27.5 mmol) in tetrahydrofuran (120 mL) at 0° C. Remove the cooling bath and stir at ambient temperature overnight. Add an additional cyclopropylmagnesium bromide (20 mL) and stir an additional 4 hours. Pour into a solution of saturated sodium bicarbonate and extract once with diethyl ether and once with EtOAc. Combine organic extracts, dry over sodium sulph... The reactants are S1C=CC2=C1C(NC=C2)=O (thieno[2,3-c]pyridin-7(6H)-one), Cl.CN(CCCCl)C (3-(dimethylamino)propyl chloride hydrochloride), [H-].[Na+] (Sodium hydride), oil. Run in CN(C=O)C (dimethylformamide), ice water. Conditions: temperature 80 celsius. The product is CN(CCCN1C(C2=C(C=C1)C=CS2)=O)C (6-[3-(Dimethylamino)propyl]thieno[2,3-c]pyridin-7(6H)-one). Yield: 95.2%. As a reaction SMILES: [S:1]1[C:5]2[C:6](=[O:10])[NH:7][CH:8]=[CH:9][C:4]=2[CH:3]=[CH:2]1.Cl.[CH3:12][N:13]([CH3:18])[CH2:14][CH2:15][CH2:16]Cl.[H-].[Na+]>CN(C)C=O>[CH3:12][N:13]([CH3:18])[CH2:14][CH2:15][CH2:16][N:7]1[CH:8]=[CH:9][C:4]2[CH:3]=[CH:2][S:1][C:5]=2[C:6]1=[O:10] |f:1.2,3.4|. Procedure details: To a solution of thieno[2,3-c]pyridin-7(6H)-one (1.82g, 12 mmol) in dry dimethylformamide (18 ml), under a nitrogen atmosphere, was added 3-(dimethylamino)propyl chloride hydrochloride (2.25 g, 14.4 mmol). Sodium hydride in mineral oil (60%, 1.35 g, 33 mmol) was carefully added to this solution and the mixture was warmed at 80° C. for 3 hours. The cooled reaction mixture was diluted with ice-water and the crude product was extracted into methylene chloride. This organic layer was extracted with ...